The task is: describe an organic reaction: reactants, conditions, products, and yield. This data is from the Open Reaction Database (ORD), a public repository of structured organic reaction records. Reactants: CC1=C(C=C(C=C1)C)C(=O)N=C=S (2,5-Dimethyl-1-benzenecarbonyl isothiocyanate), S(=O)(Cl)Cl (thionyl chloride), CC1=C(C(=O)O)C=C(C=C1)C (2,5-dimethylbenzoic acid), CC1=C(C=C(C=C1)C)C(=O)Cl (2,5-dimethyl-1-benzenecarbonyl chloride), ClC=1C=C(N)C=CC1OC1=CC=NC2=CC(=C(C=C12)OC)OC (3-Chloro-4-[(6,7-dimethoxy-4-quinolyl)oxy]aniline). The solvent is C(C)O (ethanol), C1(=CC=CC=C1)C (Toluene), C(C)O (ethanol), C1(=CC=CC=C1)C (toluene). Reaction conditions: temperature 100 celsius, time 2 hour. The product is ClC=1C=C(C=CC1OC1=CC=NC2=CC(=C(C=C12)OC)OC)NC(=S)NC(C1=C(C=CC(=C1)C)C)=O (N-{3-Chloro-4-[(6,7-dimethoxy-4-quinolyl)oxy]phenyl}-N′-(2,5-dimethylbenzoyl)thiourea). Yield: 94.0%. As a reaction SMILES: S(Cl)(Cl)=O.CC1C=CC(C)=CC=1C(O)=O.CC1C=CC(C)=CC=1C(Cl)=O.[CH3:27][C:28]1[CH:33]=[CH:32][C:31]([CH3:34])=[CH:30][C:29]=1[C:35]([N:37]=[C:38]=[S:39])=[O:36].[Cl:40][C:41]1[CH:42]=[C:43]([CH:45]=[CH:46][C:47]=1[O:48][C:49]1[C:58]2[C:53](=[CH:54][C:55]([O:61][CH3:62])=[C:56]([O:59][CH3:60])[CH:57]=2)[N:52]=[CH:51][CH:50]=1)[NH2:44]>C(O)C.C1(C)C=CC=CC=1>[Cl:40][C:41]1[CH:42]=[C:43]([NH:44][C:38]([NH:37][C:35](=[O:36])[C:29]2[CH:30]=[C:31]([CH3:34])[CH:32]=[CH:33][C:28]=2[CH3:27])=[S:39])[CH:45]=[CH:46][C:47]=1[O:48][C:49]1[C:58]2[C:53](=[CH:54][C:55]([O:61][CH3:62])=[C:56]([O:59][CH3:60])[CH:57]=2)[N:52]=[CH:51][CH:50]=1. Procedure: Toluene (20 ml) and thionyl chloride (1 ml) were added to commercially available 2,5-dimethylbenzoic acid (80 mg), and the mixture was heated at 100° C. for one hr. The solvent was removed by distillation, and 2,4-dimethyl-1-benzenecarbonyl isothiocyanate was prepared using the resultant 2,5-dimethyl-1-benzenecarbonyl chloride as a starting compound according to the description of the literature. 2,5-Dimethyl-1-benzenecarbonyl isothiocyanate was dissolved in ethanol (1 ml) to prepare a solution....